From a dataset of the Open Reaction Database (ORD), a public repository of structured organic reaction records. describe an organic reaction: reactants, conditions, products, and yield Starting materials: Cl, CC(=O)CCc1nc2c(N)nc3ccccc3c2n1CC(C)(C)O, CON, O, c1ccncc1. The product is CON=C(C)CCc1nc2c(N)nc3ccccc3c2n1CC(C)(C)O. RXN SMILES: [ClH:1].[NH2:5][c:6]1[n:7][c:8]2[cH:9][cH:10][cH:11][cH:12][c:13]2[c:14]2[c:15]1[n:16][c:17]([CH2:24][CH2:25][C:26]([CH3:27])=[O:28])[n:18]2[CH2:19][C:20]([CH3:21])([CH3:22])[OH:23].[O:2]([CH3:3])[NH2:4].[OH2:29].[cH:30]1[cH:31][cH:32][n:33][cH:34][cH:35]1>>[O:2]([CH3:3])[N:4]=[C:26]([CH2:25][CH2:24][c:17]1[n:16][c:15]2[c:6]([NH2:5])[n:7][c:8]3[cH:9][cH:10][cH:11][cH:12][c:13]3[c:14]2[n:18]1[CH2:19][C:20]([CH3:21])([CH3:22])[OH:23])[CH3:27]. The reactants are O.Cl.ClC1=CC(=C(N)C=C1)C(C(F)(F)F)=O (4-Chloro-2-trifluoroacetylaniline, hydrochloride hydrate), C(=O)(O)[O-].[Na+] (NaHCO3). Solvent: C1(=CC=CC=C1)C (toluene), O (water). The product is ClC1=CC(=C(N)C=C1)C(C(F)(F)F)=O (4-Chloro-2-trifluoroacetyl-aniline). The yield is 90.2%. Reaction SMILES: O.Cl.[Cl:3][C:4]1[CH:10]=[CH:9][C:7]([NH2:8])=[C:6]([C:11](=[O:16])[C:12]([F:15])([F:14])[F:13])[CH:5]=1.C([O-])(O)=O.[Na+]>C1(C)C=CC=CC=1.O>[Cl:3][C:4]1[CH:10]=[CH:9][C:7]([NH2:8])=[C:6]([C:11](=[O:16])[C:12]([F:14])([F:15])[F:13])[CH:5]=1 |f:0.1.2,3.4|. Procedure details: 4-Chloro-2-trifluoroacetylaniline, hydrochloride hydrate (17.1 g, 62 mmol) was stirred in a mixture of toluene (100 mL) and water (50 mL). The mixture was neutralized to pH 7 with saturated NaHCO3. The organic phase was concentrated in vacuo and the residue recrystallized from heptane to give 12.5 g (91%) of the title compound as yellow needles: mp 98-99° C.; 1H NMR (300 MHz, CDCl3) δ7.70 (t, J=2 Hz, 1H), 7.32 (dd, J=2, 9 Hz, 1H), 6.7 (d, J=9 Hz, 1H), 6.44 (brs, 2H); 13C NMR (75 MHz CDCl3) δ 180... The reactants are ClC=1C=CC(=C(C1)C(O)(C1=CC=CC=C1)C)O (5-chloro-2-hydroxy-α-methyl-α-phenyl-benzene-methanol), [NH2-].[Na+] (sodium amide), O (water), BrC(C(=O)[O-])Br.[K+] (potassium dibromoacetate). Run in C1(=CC=CC=C1)C (toluene), C1(=CC=CC=C1)C (toluene), CCCCCC (hexane). Yields the product ClC1=CC2=C(OC(OC2(C2=CC=CC=C2)C)C(=O)O)C=C1 (6-chloro-4-methyl-4-phenyl-[4H]-1,3-benzodioxin-2-carboxylic acid). Isolated yield 49.2%. RXN SMILES: [Cl:1][C:2]1[CH:3]=[CH:4][C:5]([OH:17])=[C:6]([C:8]([CH3:16])([C:10]2[CH:15]=[CH:14][CH:13]=[CH:12][CH:11]=2)[OH:9])[CH:7]=1.[NH2-].[Na+].Br[CH:21](Br)[C:22]([O-:24])=[O:23].[K+].O>C1(C)C=CC=CC=1.CCCCCC>[Cl:1][C:2]1[CH:3]=[CH:4][C:5]2[O:17][CH:21]([C:22]([OH:24])=[O:23])[O:9][C:8]([CH3:16])([C:10]3[CH:15]=[CH:14][CH:13]=[CH:12][CH:11]=3)[C:6]=2[CH:7]=1 |f:1.2,3.4|. Procedure details: A solution of 9.95 g of 5-chloro-2-hydroxy-α-methyl-α-phenyl-benzene-methanol in 150 ml of anhydrous toluene was added dropwise at room temperature to a mixture of 4 g of sodium amide and 50 ml of anhydrous toluene and the mixture was refluxed for 6 hours and cooled to room temperature. 10.25 g of potassium dibromoacetate were added thereto and the mixture was refluxed for another 6 hours and cooled. 200 ml of water were added thereto and the organic phase was decanted and extracted twice with 8... Starting materials: C(C1=CC=CC=C1)OC (benzylmethylether), ON1C(C=2C(C1=O)=CC=CC2)=O (N-hydroxyphthalimide), C(C1=CC=CC=C1)OC (benzylmethylether). Solvent: C(C1=CC=CC=C1)#N (benzonitrile). Conditions: temperature 100 celsius, time 12 hour. Yields the product C(C1=CC=CC=C1)(=O)OC (methyl benzoate). Yield: 60.0%. As a reaction SMILES: [CH2:1]([O:8][CH3:9])[C:2]1[CH:7]=[CH:6][CH:5]=[CH:4][CH:3]=1.[OH:10]N1C(=O)C2=CC=CC=C2C1=O>C(#N)C1C=CC=CC=1>[C:1]([O:8][CH3:9])(=[O:10])[C:2]1[CH:7]=[CH:6][CH:5]=[CH:4][CH:3]=1. Procedure details: A mixture of 2 mmole of benzylmethylether, 2 mole % of N-hydroxyphthalimide relative to benzylmethylether, and 5 ml of benzonitrile was stirred for 12 hours at 100° C. under an oxygen atmosphere. The products in the reaction mixture were analyzed by gas chromarography, and, as a result, methyl benzoate (yield 60%) was formed. Reactants: Cl.C(C1=CC=CC=C1)NCC(=O)O (N-Benzylglycine hydrochloride), N(=[N+]=[N-])C(=O)OC(C)(C)C (tert-butyl azidoformate), C([O-])(O)=O.[Na+] (sodium bicarbonate). Solvent: O1CCOCC1.O (dioxane H2O). Reaction conditions: time 30 minute. The product is C(=O)(OC(C)(C)C)N(CC(=O)O)CC1=CC=CC=C1 (Boc-N-benzylglycine). As a reaction SMILES: Cl.[CH2:2]([NH:9][CH2:10][C:11]([OH:13])=[O:12])[C:3]1[CH:8]=[CH:7][CH:6]=[CH:5][CH:4]=1.N([C:17]([O:19][C:20]([CH3:23])([CH3:22])[CH3:21])=[O:18])=[N+]=[N-].C(=O)(O)[O-].[Na+]>O1CCOCC1.O>[C:17]([N:9]([CH2:2][C:3]1[CH:8]=[CH:7][CH:6]=[CH:5][CH:4]=1)[CH2:10][C:11]([OH:13])=[O:12])([O:19][C:20]([CH3:23])([CH3:22])[CH3:21])=[O:18] |f:0.1,3.4,5.6|. Reported procedure: N-Benzylglycine hydrochloride (7.38 g, 36.6 mmol), tert-butyl azidoformate (10.7 mL, 73.2 mmol) and sodium bicarbonate (12.3 g) were reacted in 150 mL dioxane/H2O-1:1 (v/v) at 45° (24 hr) and then at room temperature (24 h). The reaction suspension was evaporated to dryness and the resulting white residue was dissolved in 200 mL glacial acetic acid/H2O--1:1(v/v) with cooling to 4°. Water (800 ml) was slowly added with rapid stirring and cooling. The resulting turbid solution was seeded with Boc-... As a reaction SMILES: [CH3:3][O:4][c:5]1[cH:6][cH:7][c:8]([CH2:9][n:10]2[n:11][n:12][c:13]([C:20]([c:21]3[c:22]([N+:30](=[O:31])[O-:32])[cH:23][c:24]([CH3:29])[c:25]([O:27][CH3:28])[cH:26]3)=[O:33])[c:14]2[C:15](=[O:16])[O:17][CH2:18][CH3:19])[cH:34][cH:35]1.[ClH:36].[Na+:2].[O:37]1[CH2:38][CH2:39][CH2:40][CH2:41]1.[OH-:1].[OH2:42]>>[CH3:3][O:4][c:5]1[cH:6][cH:7][c:8]([CH2:9][n:10]2[n:11][n:12][c:13]([C:20]([c:21]3[c:22]([N+:30](=[O:31])[O-:32])[cH:23][c:24]([CH3:29])[c:25]([O:27][CH3:28])[cH:26]3)=[O:33])[c:14]2[C:15](=[O:16])[OH:17])[cH:34][cH:35]1. Yields the product COc1ccc(Cn2nnc(C(=O)c3cc(OC)c(C)cc3[N+](=O)[O-])c2C(=O)O)cc1. The reactants are CCOC(=O)c1c(C(=O)c2cc(OC)c(C)cc2[N+](=O)[O-])nnn1Cc1ccc(OC)cc1, Cl, [Na+], C1CCOC1, [OH-], O. Starting materials: C, CN(CCNC(=O)OC(C)(C)C)CC(=O)OCc1ccccc1, CO, [Pd]. Yields the product CN(CCNC(=O)OC(C)(C)C)CC(=O)O. Reaction SMILES: [C:26].[CH2:1]([c:2]1[cH:3][cH:4][cH:5][cH:6][cH:7]1)[O:8][C:9]([CH2:10][N:11]([CH3:12])[CH2:13][CH2:14][NH:15][C:16](=[O:17])[O:18][C:19]([CH3:20])([CH3:21])[CH3:22])=[O:23].[CH3:24][OH:25].[Pd:27]>>[O:8]=[C:9]([CH2:10][N:11]([CH3:12])[CH2:13][CH2:14][NH:15][C:16](=[O:17])[O:18][C:19]([CH3:20])([CH3:21])[CH3:22])[OH:23]. Reactants: CO, CN1CCNCC1CCCCCCc1cccc2c1C(=O)NC2=O, NN. Product: CN1CCNCC1CCCCCCN. RXN SMILES: [CH3:27][OH:28].[CH3:3][N:4]1[CH:5]([CH2:10][CH2:11][CH2:12][CH2:13][CH2:14][CH2:15][c:16]2[cH:17][cH:18][cH:19][c:20]3[c:25]2[C:23](=[O:24])[NH:22][C:21]3=[O:26])[CH2:6][NH:7][CH2:8][CH2:9]1.[NH2:1][NH2:2]>>[NH2:1][CH2:15][CH2:14][CH2:13][CH2:12][CH2:11][CH2:10][CH:5]1[N:4]([CH3:3])[CH2:9][CH2:8][NH:7][CH2:6]1.